From a dataset of the Open Reaction Database (ORD), a public repository of structured organic reaction records. describe an organic reaction: reactants, conditions, products, and yield Starting materials: BrCc1ccccc1, O=C([O-])[O-], CC(C)(C)OC(=O)N1CCOC(C(=O)O)C1, CN(C)C=O, ClCCl, [K+], [K+], O. Product: CC(C)(C)OC(=O)N1CCOC(C(=O)OCc2ccccc2)C1. As a reaction SMILES: [Br:23][CH2:24][c:25]1[cH:26][cH:27][cH:28][cH:29][cH:30]1.[C:17](=[O:18])([O-:19])[O-:20].[CH3:1][C:2]([CH3:3])([CH3:4])[O:5][C:6](=[O:7])[N:8]1[CH2:9][CH:10]([C:14](=[O:15])[OH:16])[O:11][CH2:12][CH2:13]1.[CH3:32][N:33]([CH3:34])[CH:35]=[O:36].[Cl:37][CH2:38][Cl:39].[K+:21].[K+:22].[OH2:31]>>[CH3:1][C:2]([CH3:3])([CH3:4])[O:5][C:6](=[O:7])[N:8]1[CH2:9][CH:10]([C:14](=[O:15])[O:16][CH2:24][c:25]2[cH:26][cH:27][cH:28][cH:29][cH:30]2)[O:11][CH2:12][CH2:13]1.